This data is from the Open Reaction Database (ORD), a public repository of structured organic reaction records. The task is: describe an organic reaction: reactants, conditions, products, and yield Reactants: C(Cl)(Cl)Cl (chloroform), N1=CC=CC=C1 (Pyridine), C(OC1=CC=CC=C1)(=O)Cl (phenyl chlorocarbonate), OCC1=C(C=CC=C1)N(C=O)CCCCCCCCCCCCCCCCCC ([2-(hydroxymethyl)phenyl]-N-octadecylformamide). Solvent: ClCCl (dichloromethane). Conditions: time 1 hour. Product: C(CCC)N(CCNC(=O)OCC1=C(C=CC=C1)N(C=O)CCCCCCCCCCCCCCCCCC)CCCC ([2-[[N-[2-(Dibutylamino)ethyl]carbamoyloxy]methyl]phenyl]-N-octadecylformamide). Reaction SMILES: [N:1]1[CH:6]=[CH:5][CH:4]=[CH:3][CH:2]=1.C(Cl)(=O)O[C:9]1[CH:14]=[CH:13][CH:12]=CC=1.[OH:17][CH2:18][C:19]1[CH:24]=[CH:23][CH:22]=[CH:21][C:20]=1[N:25]([CH2:28][CH2:29][CH2:30][CH2:31][CH2:32][CH2:33][CH2:34][CH2:35][CH2:36][CH2:37][CH2:38][CH2:39][CH2:40][CH2:41][CH2:42][CH2:43][CH2:44][CH3:45])[CH:26]=[O:27].C(Cl)(Cl)Cl>ClCCl>[CH2:6]([N:1]([CH2:12][CH2:13][CH2:14][CH3:9])[CH2:2][CH2:20][NH:25][C:26]([O:17][CH2:18][C:19]1[CH:24]=[CH:23][CH:22]=[CH:21][C:20]=1[N:25]([CH2:28][CH2:29][CH2:30][CH2:31][CH2:32][CH2:33][CH2:34][CH2:35][CH2:36][CH2:37][CH2:38][CH2:39][CH2:40][CH2:41][CH2:42][CH2:43][CH2:44][CH3:45])[CH:26]=[O:27])=[O:27])[CH2:5][CH2:4][CH3:3]. Reported procedure: Pyridine (0.30 ml) and phenyl chlorocarbonate (0.35 ml) were added to a suspension of [2-(hydroxymethyl)phenyl]-N-octadecylformamide (1.38 g) in dichloromethane (10 ml) while being cooled with ice. After being stirred for 1 hours at room temperature, the reaction mixture, with chloroform added thereto, was washed with saturated sodium hydrogencarbonate aqueous solution and water successively, dried over sodium sulfate anhydride, and then concentrated. N,N-Di-n-butylethylenediamine (0.57 ml) was ... Starting materials: NC=1SC=C(N1)CC(=O)N[C@H]1[C@@H]2N(C(=C(CS2)CSC2=NN=NN2CCN(C)C)C(=O)[O-])C1=O.[K+] (potassium 7β[2-(2-aminothiazol-4-yl) acetamido]-3-[[[1-(2-dimethylaminoethyl) -1H-tetrazol-5-yl]thio]-methyl]ceph-3-em-4-carboxylate), CCOCC (ether), CCOCC (ether), C1(CCCCC1)C(=O)OC(C(C)C)I (1-iodo-2-methylpropyl cyclohexanecarboxylate), HCl-ether, Cl (hydrochloric acid). Run in CC(=O)N(C)C (dimethylacetamide). Run at temperature 0 celsius. The product is Cl.Cl.NC=1SC=C(N1)CC(=O)N[C@H]1[C@@H]2N(C(=C(CS2)CSC2=NN=NN2CCN(C)C)C(=O)OC(C(C)C)OC(=O)C2CCCCC2)C1=O (1-(Cyclohexylcarbonyloxy)-2-methylpropyl 7β-[2-(2-aminothiazol-4-yl)acetamido]-3-[[[1-(2-dimethylaminoethyl) -1H-tetrazol-5-yl]thio]methyl]ceph-3-em-4-carboxylate dihydrochloride). As a reaction SMILES: [NH2:1][C:2]1[S:3][CH:4]=[C:5]([CH2:7][C:8]([NH:10][C@@H:11]2[C:33](=[O:34])[N:13]3[C:14]([C:30]([O-:32])=[O:31])=[C:15]([CH2:18][S:19][C:20]4[N:24]([CH2:25][CH2:26][N:27]([CH3:29])[CH3:28])[N:23]=[N:22][N:21]=4)[CH2:16][S:17][C@H:12]23)=[O:9])[N:6]=1.[K+].[CH:36]1([C:42]([O:44][CH:45](I)[CH:46]([CH3:48])[CH3:47])=[O:43])[CH2:41][CH2:40][CH2:39][CH2:38][CH2:37]1.CCOCC.[ClH:55]>CC(N(C)C)=O>[ClH:55].[ClH:55].[NH2:1][C:2]1[S:3][CH:4]=[C:5]([CH2:7][C:8]([NH:10][C@@H:11]2[C:33](=[O:34])[N:13]3[C:14]([C:30]([O:32][CH:45]([O:44][C:42]([CH:36]4[CH2:41][CH2:40][CH2:39][CH2:38][CH2:37]4)=[O:43])[CH:46]([CH3:48])[CH3:47])=[O:31])=[C:15]([CH2:18][S:19][C:20]4[N:24]([CH2:25][CH2:26][N:27]([CH3:29])[CH3:28])[N:23]=[N:22][N:21]=4)[CH2:16][S:17][C@H:12]23)=[O:9])[N:6]=1 |f:0.1,6.7.8|. Reported procedure: In 120 ml of dimethylacetamide is dissolved 6.0 g of potassium 7β[2-(2-aminothiazol-4-yl) acetamido]-3-[[[1-(2-dimethylaminoethyl) -1H-tetrazol-5-yl]thio]-methyl]ceph-3-em-4-carboxylate and the solution is cooled to 0° C. With stirring, 9.0 g of 1-iodo-2-methylpropyl cyclohexanecarboxylate is added at one stroke to the solution, followed by stirring for further 10 minutes. To the reaction mixture is added 70 ml of 2 N HCl-ether, followed by addition of 300 ml of ether. The ether layer is discard...